Dataset: the Open Reaction Database (ORD), a public repository of structured organic reaction records. Task: describe an organic reaction: reactants, conditions, products, and yield The reactants are COC=1C=C2C(=CC=NC2=CC1OC)CN1CCC(CC1)N (1-((6,7-dimethoxyquinolin-4-yl)methyl)piperidin-4-amine), S1C(=NC=C1)NC(OC1=CC=C(C=C1)[N+](=O)[O-])=O (4-nitrophenyl thiazol-2-ylcarbamate), CCN(C(C)C)C(C)C (DIPEA), CO (MeOH). Solvent: C(Cl)Cl (DCM). Reaction conditions: time 15 hour. Yields the product COC=1C=C2C(=CC=NC2=CC1OC)CN1CCC(CC1)NC(=O)NC1=NOC(=C1)C (1-(1-((6,7-dimethoxyquinolin-4-yl)methyl)piperidin-4-yl)-3-(5-methylisoxazol-3-yl)urea). Yield: 38.0%. As a reaction SMILES: [CH3:1][O:2][C:3]1[CH:4]=[C:5]2[C:10](=[CH:11][C:12]=1[O:13][CH3:14])[N:9]=[CH:8][CH:7]=[C:6]2[CH2:15][N:16]1[CH2:21][CH2:20][CH:19]([NH2:22])[CH2:18][CH2:17]1.S1C=CN=C1NC(=O)O[C:31]1[CH:36]=[CH:35][C:34]([N+:37]([O-:39])=O)=CC=1.CC[N:43]([CH:47](C)C)C(C)C.C[OH:51]>C(Cl)Cl>[CH3:1][O:2][C:3]1[CH:4]=[C:5]2[C:10](=[CH:11][C:12]=1[O:13][CH3:14])[N:9]=[CH:8][CH:7]=[C:6]2[CH2:15][N:16]1[CH2:17][CH2:18][CH:19]([NH:22][C:47]([NH:43][C:34]2[CH:35]=[C:36]([CH3:31])[O:39][N:37]=2)=[O:51])[CH2:20][CH2:21]1. Reported procedure: To a stirring solution of 1-((6,7-dimethoxyquinolin-4-yl)methyl)piperidin-4-amine (150 mg, 0.50 mmol) and 4-nitrophenyl thiazol-2-ylcarbamate (144 mg, 0.55 mmol) in DCM (5 mL) was added DIPEA (173 uL, 1.00 mmol) at RT. The mixture was allowed to stir for 15 h before the solution was concentrated in vacuo. Purification by prep TLC plate using 15:1 DCM:MeOH yielded the desired compound 1-(1-((6,7-dimethoxyquinolin-4-yl)methyl)piperidin-4-yl)-3-(5-methylisoxazol-3-yl)urea (80 mg, 0.19 mmol, 38% yie... The reactants are COc1ccc(CCCCBr)c(OC)c1, O=C([O-])O, CS(C)=O, [I-], [Na+], [Na+], O. Product: COc1ccc(CCCC=O)c(OC)c1. RXN SMILES: [Br:1][CH2:2][CH2:3][CH2:4][CH2:5][c:6]1[c:7]([O:14][CH3:15])[cH:8][c:9]([O:12][CH3:13])[cH:10][cH:11]1.[C:16]([OH:17])(=[O:18])[O-:19].[CH3:24][S:25]([CH3:26])=[O:27].[I-:22].[Na+:20].[Na+:21].[OH2:23]>>[CH:2]([CH2:3][CH2:4][CH2:5][c:6]1[c:7]([O:14][CH3:15])[cH:8][c:9]([O:12][CH3:13])[cH:10][cH:11]1)=[O:17]. Starting materials: ClC1=C(C=CC(=C1)Cl)C=1N=C(C(=NC1CC)N[C@@H]1CN(C[C@@H]1OCC)C=1SC=CN1)CC (5-(2,4-dichlorophenyl)-N-[(3R,4S)-4-ethoxy-1-(1,3-thiazol-2-yl)pyrrolidin-3-yl}-3,6-diethylpyrazin-2-amine), ClC1=C(C=CC(=C1)OC)C=1N=C(C(=NC1CC)N[C@@H]1CNC[C@@H]1OCC)CC (5-(2-chloro-4-methoxyphenyl)-N-[(3R,4S)-4-ethoxypyrrolidin-3-yl]-3,6-diethylpyrazin-2-amine). Product: ClC1=C(C=CC(=C1)OC)C=1N=C(C(=NC1CC)N[C@@H]1CN(C[C@@H]1OCC)C=1SC=CN1)CC (5-(2-chloro-4-methoxyphenyl)-N-[(3R,4S)-4-ethoxy-1-(1,3-thiazol-2-yl)pyrrolidin-3-yl]-3,6-diethylpyrazin-2-amine). Reaction SMILES: [Cl:1][C:2]1[CH:7]=[C:6](Cl)[CH:5]=[CH:4][C:3]=1[C:9]1[N:10]=[C:11]([CH2:31][CH3:32])[C:12]([NH:17][C@H:18]2[C@@H:22]([O:23][CH2:24][CH3:25])[CH2:21][N:20]([C:26]3[S:27][CH:28]=[CH:29][N:30]=3)[CH2:19]2)=[N:13][C:14]=1[CH2:15][CH3:16].ClC1C=[C:38]([O:40]C)C=CC=1C1N=C(CC)C(N[C@H]2[C@@H](OCC)CNC2)=NC=1CC>>[Cl:1][C:2]1[CH:7]=[C:6]([O:40][CH3:38])[CH:5]=[CH:4][C:3]=1[C:9]1[N:10]=[C:11]([CH2:31][CH3:32])[C:12]([NH:17][C@H:18]2[C@@H:22]([O:23][CH2:24][CH3:25])[CH2:21][N:20]([C:26]3[S:27][CH:28]=[CH:29][N:30]=3)[CH2:19]2)=[N:13][C:14]=1[CH2:15][CH3:16]. Reported procedure: Following the procedure for the preparation of 5-(2,4-dichlorophenyl)-N-[(3R,4S)-4-ethoxy-1-(1,3-thiazol-2-yl)pyrrolidin-3-yl}-3,6-diethylpyrazin-2-amine but starting with 5-(2-chloro-4-methoxyphenyl)-N-[(3R,4S)-4-ethoxypyrrolidin-3-yl]-3,6-diethylpyrazin-2-amine provided the title compound as an amorphous solid. 1H NMR (CDCl3) δ 1.17, 1.25˜1.35, 2.50, 2.72, 3.45, 3.58, 3.75, 3.86, 4.04, 4.27, 4.93, 5.26, 6.55, 6.90, 7.02, 7.24; IR (diffuse reflectance) 2970, 2351 (w), 2337 (w), 2063 (w), 1604, ... Starting materials: [H-].[H-].[H-].[H-].[Li+].[Al+3] (LiAlH4), C(C)(C)(C)C1=CC=C(C=C1)C1=C2CC(C(C2=CC2=C1OCO2)=O)C (8-(4-tert-Butylphenyl)-6-methyl-6,7-dihydro-5H-indeno[5,6-d][1,3]dioxol-5-one), Cl (HCl). Solvent: CCOCC (Et2O), CCOCC (Et2O). Reaction conditions: time 1.5 hour. Yields the product C(C)(C)(C)C1=CC=C(C=C1)C1=C2CC(=CC2=CC=2OCOC21)C (4-(4-tert-Butylphenyl)-6-methyl-5H-indeno[5,6-d][1,3]dioxole). Yield: 67.7%. As a reaction SMILES: [C:1]([C:5]1[CH:10]=[CH:9][C:8]([C:11]2[C:19]3[O:20][CH2:21][O:22][C:18]=3[CH:17]=[C:16]3[C:12]=2[CH2:13][CH:14]([CH3:24])[C:15]3=O)=[CH:7][CH:6]=1)([CH3:4])([CH3:3])[CH3:2].[H-].[H-].[H-].[H-].[Li+].[Al+3].Cl>CCOCC>[C:1]([C:5]1[CH:10]=[CH:9][C:8]([C:11]2[C:19]3[O:20][CH2:21][O:22][C:18]=3[CH:17]=[C:16]3[C:12]=2[CH2:13][C:14]([CH3:24])=[CH:15]3)=[CH:7][CH:6]=1)([CH3:4])([CH3:2])[CH3:3] |f:1.2.3.4.5.6|. Procedure: 8-(4-tert-Butylphenyl)-6-methyl-6,7-dihydro-5H-indeno[5,6-d][1,3]dioxol-5-one (30.63 g, 95 mmol) in Et2O (200 ml) was added to a cooled (−40° C.) suspension of LiAlH4 (1.08 g, 28.5 mmol) in Et2O (60 ml). The resulting mixture was allowed to warm to room temperature and stirred for additional 1.5 h. Then 2% HCl (100 ml) was added, the resulting mixture was extracted with CH2Cl2 (4×100 ml). The organic phase was washed with water, dried over MgSO4 and evaporated. The flask was sparged with argon; ... Starting materials: ClCC=1C(=NC=CC1)SC1CCCC1 (3-Chloromethyl-2-cyclopentylsulfanyl-pyridine), C(C)OC(CCCC1=CC=C(C=C1)O)=O (4-(4-hydroxy-phenyl)-butyric acid ethyl ester). The product is C1(CCCC1)SC1=NC=CC=C1COC1=CC=C(C=C1)CCCC(=O)O (4-[4-(2-cyclopentylsulfanyl-pyridin-3-ylmethoxy)-phenyl]-butyric acid). Yield: 92.7%. As a reaction SMILES: Cl[CH2:2][C:3]1[C:4]([S:9][CH:10]2[CH2:14][CH2:13][CH2:12][CH2:11]2)=[N:5][CH:6]=[CH:7][CH:8]=1.C([O:17][C:18](=[O:29])[CH2:19][CH2:20][CH2:21][C:22]1[CH:27]=[CH:26][C:25]([OH:28])=[CH:24][CH:23]=1)C>>[CH:10]1([S:9][C:4]2[C:3]([CH2:2][O:28][C:25]3[CH:24]=[CH:23][C:22]([CH2:21][CH2:20][CH2:19][C:18]([OH:29])=[O:17])=[CH:27][CH:26]=3)=[CH:8][CH:7]=[CH:6][N:5]=2)[CH2:14][CH2:13][CH2:12][CH2:11]1. Reported procedure: 3-Chloromethyl-2-cyclopentylsulfanyl-pyridine (0.020 g, 0.09 mmol) obtained in Step C of Preparation Example 8 and 4-(4-hydroxy-phenyl)-butyric acid ethyl ester (0.018 g, 0.09 mmol) obtained in Step E of Preparation Example 13 were used to react sequentially in the same manner as in Steps A and B of Example 1 to obtain the title compound (0.031 g, 94%).